Dataset: the Open Reaction Database (ORD), a public repository of structured organic reaction records. Task: describe an organic reaction: reactants, conditions, products, and yield Run in ClCCl (dichloromethane), tetrahydro-pyran4-carbonoylmethy carbonochloridate. Yield: 80.0%. The reactants are C(C)(=O)N(C(=O)OCOC(CC)=O)C[C@H]1CN(C(O1)=O)C1=CC(=C(C=C1)C1CCS(CC1)(=O)=O)F ((R)-propionic acid (acetyl-{3-[4-(1,1-dioxo-hexahydro-1λ6-thiopyran-4-yl)-3-fluoro-phenyl]-2-oxo-oxazolidin-5-ylmethyl}-carbamoyloxy)-methyl ester). The product is O=S1(CCC(CC1)C1=C(C=C(C=C1)N1C(O[C@H](C1)CNC(=O)OCOC(=O)C1CCOCC1)=O)F)=O ((S)-tetrahydro-pyran-4-carboxylic acid 3-[4-(1,1-dioxo-hexahydro-1λ6-thiopyran-4-yl)-3-fluoro-phenyl]-2-oxo-oxazolidin-5-ylmethylcarbamoyloxymethyl ester). Procedure details: Following general procedure C, (S)-5-aminomethyl-3-[4-(1,1-dioxo-hexahydro-1λ6-thiopyran-4-yl)-3-fluoro-phenyl]-oxazolidin-2-one (2) (579.0 mg, 1.69 mmol) in dichloromethane (14 mL) and tetrahydro-pyran4-carbonoylmethy carbonochloridate (71) gave the titled product in 80% yield (716.5 mg, 1.36 mmol). 1H NMR (400 MHz, CDCl3): δ 7.48 (dd, 1H), 7.24 (t, 1H), 7.16 (dd, 1H), 5.72 (q, 2H), 5.38 (t, 1H), 4.76-4.84 (m, 1H), 4.06 (t, 1H), 3.93 (dq, 2H), 3.78 (dd, 1H), 3.68 (ddd, 1H), 3.55 (dt, 1H), 3.55 ... RXN SMILES: C([N:4]([CH2:14][C@@H:15]1[O:19][C:18](=[O:20])[N:17]([C:21]2[CH:26]=[CH:25][C:24]([CH:27]3[CH2:32][CH2:31][S:30](=[O:34])(=[O:33])[CH2:29][CH2:28]3)=[C:23]([F:35])[CH:22]=2)[CH2:16]1)[C:5]([O:7][CH2:8][O:9][C:10](=[O:13])[CH2:11][CH3:12])=[O:6])(=O)C>ClCCl>[O:34]=[S:30]1(=[O:33])[CH2:31][CH2:32][CH:27]([C:24]2[CH:25]=[CH:26][C:21]([N:17]3[CH2:16][C@H:15]([CH2:14][NH:4][C:5]([O:7][CH2:8][O:9][C:10]([CH:11]4[CH2:12][CH2:8][O:9][CH2:10][CH2:11]4)=[O:13])=[O:6])[O:19][C:18]3=[O:20])=[CH:22][C:23]=2[F:35])[CH2:28][CH2:29]1. Starting materials: C1(CC1)C=1C=CC(=NC1OCC1OCCC1)C(=O)O (5-cyclopropyl-6-(tetrahydro-furan-2-ylmethoxy)-pyridine-2-carboxylic acid), Cl.NC(C(=O)OC)(CC)CC (methyl 2-amino-2-ethylbutanoate hydrochloride). Reported procedure: The title compound was synthesized in analogy to Example 1, using 5-cyclopropyl-6-(tetrahydro-furan-2-ylmethoxy)-pyridine-2-carboxylic acid (Example 166 b) and methyl 2-amino-2-ethylbutanoate hydrochloride (CAN 92398-54-4) as starting materials, MS (EI): m/e=391.3 [M+H]+. Product: COC(C(CC)(CC)NC(=O)C1=NC(=C(C=C1)C1CC1)OCC1OCCC1)=O (2-{[5-Cyclopropyl-6-(tetrahydro-furan-2-ylmethoxy)-pyridine-2-carbonyl]-amino}-2-ethyl-butyric acid methyl ester). Reaction SMILES: [CH:1]1([C:4]2[CH:5]=[CH:6][C:7]([C:17]([OH:19])=O)=[N:8][C:9]=2[O:10][CH2:11][CH:12]2[CH2:16][CH2:15][CH2:14][O:13]2)[CH2:3][CH2:2]1.Cl.[NH2:21][C:22]([CH2:29][CH3:30])([CH2:27][CH3:28])[C:23]([O:25][CH3:26])=[O:24]>>[CH3:26][O:25][C:23](=[O:24])[C:22]([NH:21][C:17]([C:7]1[CH:6]=[CH:5][C:4]([CH:1]2[CH2:2][CH2:3]2)=[C:9]([O:10][CH2:11][CH:12]2[CH2:16][CH2:15][CH2:14][O:13]2)[N:8]=1)=[O:19])([CH2:29][CH3:30])[CH2:27][CH3:28] |f:1.2|. Reactants: CC1(OC(C(O1)=CC(=O)N(OC)CC1=CC=C(C=C1)F)=O)C (2-(2,2-Dimethyl-5-oxo-[1,3]dioxolan-4-ylidene)-N-(4-fluoro-benzyl)-N-methoxy-acetamide), CC1=CC=CC(=N1)S(=O)(=O)N (6-methyl-pyridine-2-sulfonic acid amide), compound 1. The product is FC1=CC=C(CN(C(C=C(C(=O)NS(=O)(=O)C2=NC(=CC=C2)C)O)=O)OC)C=C1 (3-Hydroxy-4-(6-methyl-pyridine-2-sulfonylamino)-4-oxo-but-2-enoic acid (4-fluoro-benzyl)-methoxy-amide). As a reaction SMILES: CC1(C)[O:6][C:5](=[CH:7][C:8]([N:10]([CH2:13][C:14]2[CH:19]=[CH:18][C:17]([F:20])=[CH:16][CH:15]=2)[O:11][CH3:12])=[O:9])[C:4](=[O:21])O1.[CH3:23][C:24]1[N:29]=[C:28]([S:30]([NH2:33])(=[O:32])=[O:31])[CH:27]=[CH:26][CH:25]=1>>[F:20][C:17]1[CH:16]=[CH:15][C:14]([CH2:13][N:10]([O:11][CH3:12])[C:8](=[O:9])[CH:7]=[C:5]([OH:6])[C:4]([NH:33][S:30]([C:28]2[CH:27]=[CH:26][CH:25]=[C:24]([CH3:23])[N:29]=2)(=[O:32])=[O:31])=[O:21])=[CH:19][CH:18]=1. Reported procedure: 2-(2,2-Dimethyl-5-oxo-[1,3]dioxolan-4-ylidene)-N-(4-fluoro-benzyl)-N-methoxy-acetamide was treated with 6-methyl-pyridine-2-sulfonic acid amide as described in the preparation of compound 1 to yield the title compound. 1H NMR (500 MHz, CDCl3) δ: 2.45 (s, 3), 3.61 (s, 3), 4.73 (s, 2), 6.38 (s, 1), 6.97 (m, 2), 7.23 (m, 2), 7.77 (m, 1), 8.17 (m, 1), 8.54 (s, 1). 13C NMR (125 MHz, CDCl3) δ: 18.71, 48.22, 63.10, 92.48, 115.65, 115.82, 124.67, 130.24, 130.34, 131.09, 138.70, 139.36, 150.54, 152.19, 1... Yield: 46.3%. Reaction SMILES: [CH3:1][C:2]([CH3:5])([O-:4])[CH3:3].[K+].Br[CH2:8][C:9]([OH:11])=[O:10].O>C1(C)C=CC=CC=1>[CH3:1][C:2]([CH3:5])([O:4][CH2:8][C:9]([OH:11])=[O:10])[CH3:3] |f:0.1|. The product is CC(C)(OCC(=O)O)C ((1,1-Dimethylethoxy)acetic acid). Reported procedure: To a 3-neck 2-liter round-bottom flask equipped with a mechanical stirrer, reflux condenser and addition funnel was added potassium tert-butoxide (100.00 g, 0.891 moles) and 1500 ml of toluene under nitrogen. A solution of bromoacetic acid (61.90 g, 0.446 moles) in 100 ml of toluene was then added dropwise and the mixture then heated at reflux for 24 hours. After cooling the mixture to room temperature, water (100 ml) was added and the layers separated. The aqueous layer was washed with ether (2... The solvent is C1(=CC=CC=C1)C (toluene), C1(=CC=CC=C1)C (toluene). The reactants are CC(C)([O-])C.[K+] (potassium tert-butoxide), BrCC(=O)O (bromoacetic acid), O (water). Reactants: CC(=O)O, CC(=O)O, CC(=O)[O-], CC(=O)[O-], COc1ccc2cc(C(C)COC(N)=O)ccc2c1, CCOC(C)=O, Ic1ccccc1, [Rh+2], c1ccccc1. The product is COc1ccc2cc(C3(C)COC(=O)N3)ccc2c1. As a reaction SMILES: [C:20]([OH:21])(=[O:22])[CH3:23].[C:24]([OH:25])(=[O:26])[CH3:27].[C:47]([O-:48])(=[O:49])[CH3:50].[C:52]([O-:53])(=[O:54])[CH3:55].[CH3:1][O:2][c:3]1[cH:4][c:5]2[cH:6][cH:7][c:8]([CH:13]([CH2:14][O:15][C:16]([NH2:17])=[O:18])[CH3:19])[cH:9][c:10]2[cH:11][cH:12]1.[CH3:41][CH2:42][O:43][C:44]([CH3:45])=[O:46].[I:28][c:29]1[cH:30][cH:31][cH:32][cH:33][cH:34]1.[Rh+2:51].[cH:35]1[cH:36][cH:37][cH:38][cH:39][cH:40]1>>[CH3:1][O:2][c:3]1[cH:4][c:5]2[cH:6][cH:7][c:8]([C:13]3([CH3:19])[CH2:14][O:15][C:16](=[O:18])[NH:17]3)[cH:9][c:10]2[cH:11][cH:12]1. Reactants: C(=C)(C)N1C(NC2=C1C=CC=C2)=O (1-isopropenyl-1,3-dihydro-2H-benzimidazol-2-one), [H-].[Na+] (sodium hydride), Cl (HCl), CI (methyl iodide), ice water. Run in CN(C)C=O (DMF), CN(C)C=O (DMF), CN(C)C=O (DMF). Reaction conditions: temperature 45 celsius. The product is CN1C(NC2=C1C=CC=C2)=O (1-methyl-1,3-dihydro-2H-benzimidazol-2-one). The yield is 74.6%. Reaction SMILES: [C:1]([N:4]1[C:8]2[CH:9]=[CH:10][CH:11]=[CH:12][C:7]=2[NH:6][C:5]1=[O:13])(C)=C.[H-].[Na+].CI.Cl>CN(C=O)C>[CH3:1][N:4]1[C:8]2[CH:9]=[CH:10][CH:11]=[CH:12][C:7]=2[NH:6][C:5]1=[O:13] |f:1.2|. Reported procedure: A solution of 1-isopropenyl-1,3-dihydro-2H-benzimidazol-2-one (30 g, 0.172 moles) in DMF (180 ml) was added dropwise over 30 minutes to a suspension of 80% sodium hydride (5.42 g, 0.181 moles) in DMF (60 ml). The reaction mixture was heated at 45° C. for 45 minutes then a solution of methyl iodide (16.1 ml, 0.258 moles) in DMF (50 ml) was added dropwise. The reaction mixture was heated at 80° C. to 90° C. for 45 minutes, cooled at room temperature and adjusted to pH 3 to 4 with 37% HCl and heate...